Dataset: the Open Reaction Database (ORD), a public repository of structured organic reaction records. Task: describe an organic reaction: reactants, conditions, products, and yield Reactants: OO (hydrogen peroxide), ClC1=CC=C(C=C1)SCC(C(C(C)(C)C)=O)N1N=CN=C1 (1-(4-chlorophenylthio)-4,4-dimethyl-2-(1,2,4-triazol-1-yl)-pentan-3-one), C(C)(=O)O (acetic acid), O (water), OO (hydrogen peroxide). The reagents and catalysts are S(O)(O)(=O)=O (sulphuric acid). Reaction conditions: temperature 60 celsius, time 18 hour. The product is ClC1=CC=C(C=C1)S(=O)(=O)CC(C(C(C)(C)C)=O)N1N=CN=C1 (1-(4-chlorophenylsulphonyl)-4,4-dimethyl-2-(1,2,4-triazol-1-yl)-pentan-3-one). The yield is 22.0%. Reaction SMILES: OO.[Cl:3][C:4]1[CH:9]=[CH:8][C:7]([S:10][CH2:11][CH:12]([N:19]2[CH:23]=[N:22][CH:21]=[N:20]2)[C:13](=[O:18])[C:14]([CH3:17])([CH3:16])[CH3:15])=[CH:6][CH:5]=1.[OH2:24].C(O)(=[O:27])C>S(=O)(=O)(O)O>[Cl:3][C:4]1[CH:5]=[CH:6][C:7]([S:10]([CH2:11][CH:12]([N:19]2[CH:23]=[N:22][CH:21]=[N:20]2)[C:13](=[O:18])[C:14]([CH3:17])([CH3:16])[CH3:15])(=[O:27])=[O:24])=[CH:8][CH:9]=1. Procedure: 8.3 g (0.074 mol) of 30% strength hydrogen peroxide were slowly added dropwise to a solution of 22.6 g (0.07 mol) of 1-(4-chlorophenylthio)-4,4-dimethyl-2-(1,2,4-triazol-1-yl)-pentan-3-one (prepared as described in Example 1) in 100 ml of acetic acid and 2 drops of concentrated sulphuric acid. The reaction mixture was stirred for a further 18 hours at 60° C., and 8.3 g (0.074 mol) of 30% strength hydrogen peroxide were again added. The reaction mixture was then stirred for a further 18 hours at ... The reactants are OC1=CC(OC(C1)(CCC=1SC=CN1)C(C)C)=O (4-hydroxy-6-isopropyl-6-(2-thiazol-2-yl-ethyl)-5,6-dihydro-pyran-2-one), C(C)(C)(C)C1=C(C=C(C(=C1)CO)C)SS(=O)(=O)C1=CC=C(C=C1)C (toluene-4-thiosulfonic acid S-(2-tert-butyl-4-hydroxymethyl-5-methyl-phenyl)ester), C([O-])([O-])=O.[K+].[K+] (potassium carbonate). Solvent: CN(C)C=O (DMF). The product is C(C)(C)(C)C1=C(C=C(C(=C1)CO)C)SC=1C(OC(CC1O)(CCC=1SC=CN1)C(C)C)=O (3-(2-tert-Butyl-4-hydroxymethyl-5-methyl-phenylsulfanyl)-4-hydroxy-6-isopropyl-6-(2-thiazol-2-yl-ethyl)-5,6-dihydro-pyran-2-one). As a reaction SMILES: [OH:1][C:2]1[CH2:7][C:6]([CH:15]([CH3:17])[CH3:16])([CH2:8][CH2:9][C:10]2[S:11][CH:12]=[CH:13][N:14]=2)[O:5][C:4](=[O:18])[CH:3]=1.[C:19]([C:23]1[CH:28]=[C:27]([CH2:29][OH:30])[C:26]([CH3:31])=[CH:25][C:24]=1[S:32]S(C1C=CC(C)=CC=1)(=O)=O)([CH3:22])([CH3:21])[CH3:20].C(=O)([O-])[O-].[K+].[K+]>CN(C=O)C>[C:19]([C:23]1[CH:28]=[C:27]([CH2:29][OH:30])[C:26]([CH3:31])=[CH:25][C:24]=1[S:32][C:3]1[C:4](=[O:18])[O:5][C:6]([CH:15]([CH3:16])[CH3:17])([CH2:8][CH2:9][C:10]2[S:11][CH:12]=[CH:13][N:14]=2)[CH2:7][C:2]=1[OH:1])([CH3:22])([CH3:21])[CH3:20] |f:2.3.4|. Procedure: The title compound was prepared according to General Method 16a using 4-hydroxy-6-isopropyl-6-(2-thiazol-2-yl-ethyl)-5,6-dihydro-pyran-2-one (Example E-2; 0.25 g, 0.95 mmol), toluene-4-thiosulfonic acid S-(2-tert-butyl-4-hydroxymethyl-5-methyl-phenyl)ester (Example BB-2; 0.42 g, 1.15 mmol), potassium carbonate (0.52 g, 3.76 mmol), and DMF (5 mL). The product was chromatographed on silica gel, eluting with 5% MeOH in CH2Cl2, to give the title compound, mp 108-110° C. Starting materials: [OH-].[K+] (potassium hydroxide), ClC=1C(N(N=CC1Cl)C1=CC=C(C=C1)Cl)=O (4,5-dichloro-2-(4-chlorophenyl)-3(2H)-pyridazinone), C(C)O (ethanol). Run in O (water). Product: ClC=1C(N(N=CC1O)C1=CC=C(C=C1)Cl)=O (4-chloro-5-hydroxy-2-(4-chlorophenyl)-3(2H)-pyridazinone). RXN SMILES: [OH-].[K+].[Cl:3][C:4]1[C:5](=[O:18])[N:6]([C:11]2[CH:16]=[CH:15][C:14]([Cl:17])=[CH:13][CH:12]=2)[N:7]=[CH:8][C:9]=1Cl.C([OH:21])C>O>[Cl:3][C:4]1[C:5](=[O:18])[N:6]([C:11]2[CH:16]=[CH:15][C:14]([Cl:17])=[CH:13][CH:12]=2)[N:7]=[CH:8][C:9]=1[OH:21] |f:0.1|. Procedure details: In 140 ml of water was dissolved 18.3 g (0.28 mol) of potassium hydroxide, and thereto were added 25.6 g (0.093 mol) of 4,5-dichloro-2-(4-chlorophenyl)-3(2H)-pyridazinone and 140 ml of ethanol. The reaction mixture was refluxed for 6 hours. After allowing to cool, ethanol was distilled off from the mixture under reduced pressure and then 300 of water was added to the mixture. Insoluble matter was removed by filtration and filtrate was acidified with hydrochloric acid. The solid thus precipitated... Reactants: O[C@H]1C2(CC2)CCN(C1)C(CCCN1C([C@@H](NCC1)C)=O)=O ((S)-1-[4-((S)-4-hydroxy-6-aza-spiro[2.5]oct-6-yl)-4-oxo-butyl]-3-methyl-piperazin-2-one), O[C@H]1C2(CC2)CCN(C1)C(CCCN1C([C@@H](NCC1)C)=O)=O ((S)-1-[4-((S)-4-hydroxy-6-aza-spiro[2.5]oct-6-yl)-4-oxo-butyl]-3-methyl-piperazin-2-one), ClC=1C=C(C=CC1Cl)N=C=O (3,4-dichlorophenyl isocyanate). The solvent is ClCCl (dichloromethane). Yields the product ClC=1C=C(C=CC1Cl)NC(=O)N1[C@H](C(N(CC1)CCCC(=O)N1C[C@H](C2(CC2)CC1)O)=O)C ((S)-4-[4-((S)-4-Hydroxy-6-aza-spiro[2.5]oct-6-yl)-4-oxo-butyl]-2-methyl-3-oxo-piperazine-1-carboxylic acid (3,4-dichloro-phenyl)-amide). Yield: 39.2%. RXN SMILES: [OH:1][C@@H:2]1[CH2:9][N:8]([C:10](=[O:22])[CH2:11][CH2:12][CH2:13][N:14]2[CH2:19][CH2:18][NH:17][C@@H:16]([CH3:20])[C:15]2=[O:21])[CH2:7][CH2:6][C:3]21[CH2:5][CH2:4]2.[Cl:23][C:24]1[CH:25]=[C:26]([N:31]=[C:32]=[O:33])[CH:27]=[CH:28][C:29]=1[Cl:30]>ClCCl>[Cl:23][C:24]1[CH:25]=[C:26]([NH:31][C:32]([N:17]2[CH2:18][CH2:19][N:14]([CH2:13][CH2:12][CH2:11][C:10]([N:8]3[CH2:7][CH2:6][C:3]4([CH2:5][CH2:4]4)[C@H:2]([OH:1])[CH2:9]3)=[O:22])[C:15](=[O:21])[C@@H:16]2[CH3:20])=[O:33])[CH:27]=[CH:28][C:29]=1[Cl:30]. Reported procedure: A solution of 0.050 g (0.20 mmol) of (S)-1-[4-((S)-4-hydroxy-6-aza-spiro[2.5]oct-6-yl)-4-oxo-butyl]-3-methyl-piperazin-2-one (intermediate 13) in 1 ml of dichloromethane was treated with 0.030 g (0.20 mmol) of 3,4-dichlorophenyl isocyanate. After 1 h the reaction was evaporated and purified by flash silica gel column (dichloromethane/methanol 98/2 to 9:1) to yield 0.039 g (48%) of the titled compound as white foam. MS: 495.2 (M−H−, 2Cl). Reactants: CCSC1NC(=O)C1NC(=O)COc1ccccc1, CCOC(C)=O, CO, O, OO. Yields the product CCS(=O)C1NC(=O)C1NC(=O)COc1ccccc1. RXN SMILES: [CH2:1]([CH3:2])[S:3][CH:4]1[CH:5]([NH:9][C:10]([CH2:11][O:12][c:13]2[cH:14][cH:15][cH:16][cH:17][cH:18]2)=[O:19])[C:6](=[O:8])[NH:7]1.[CH3:23][CH2:24][O:25][C:26](=[O:27])[CH3:28].[CH3:29][OH:30].[OH2:22].[OH:20][OH:21]>>[CH2:1]([CH3:2])[S:3]([CH:4]1[CH:5]([NH:9][C:10]([CH2:11][O:12][c:13]2[cH:14][cH:15][cH:16][cH:17][cH:18]2)=[O:19])[C:6](=[O:8])[NH:7]1)=[O:25]. The reactants are Cl (hydrochloric acid), CON(C(=O)C1CCC(CC1)C1=CC=C(C=C1)Cl)C (4-(4-chlorophenyl)-cyclohexanecarboxylic acid, methoxy-methyl amide), O (water), [Br-] (bromide). The solvent is O1CCCC1 (tetrahydrofuran). Reaction conditions: temperature 0 celsius, time 1 hour. Product: ClC1=CC=C(C=C1)C1CCC(CC1)C(CCC=C)=O (1-[4-(4-chlorophenyl)-cyclohexyl]pent-4-en-1-one). Yield: 183.2%. As a reaction SMILES: CON(C)[C:4]([CH:6]1[CH2:11][CH2:10][CH:9]([C:12]2[CH:17]=[CH:16][C:15]([Cl:18])=[CH:14][CH:13]=2)[CH2:8][CH2:7]1)=[O:5].[Br-].O.Cl>O1CCCC1>[Cl:18][C:15]1[CH:16]=[CH:17][C:12]([CH:9]2[CH2:10][CH2:11][CH:6]([C:4](=[O:5])[CH2:8][CH2:7][CH:6]=[CH2:4])[CH2:7][CH2:8]2)=[CH:13][CH:14]=1. Reported procedure: While under a nitrogen atmosphere, a solution of 4-(4-chlorophenyl)-cyclohexanecarboxylic acid, methoxy-methyl amide (1.8 g, 6.39 mmol), in tetrahydrofuran (10 mL) was cooled to 0° C. and treated with 4-butenylmagnesiun bromide (0.5 M in THF, 31.95 mL, 15.98 mmol) dropwise. After stirring for 1 hour at 0° C. the reaction mixture was warmed to room temperature overnight, poured into water, acidified to pH 3-4 with 1 N hydrochloric acid and extracted with ethyl acetate (3×). The combined organic p... Starting materials: C([O-])([O-])=O.[Na+].[Na+] (Sodium carbonate), C(C1=CC=CC=C1)Br (benzyl bromide), [Br-].OC=1C=C2C=C[N+](=CC2=CC1)C (6-hydroxy-2-methylisoquinolinium bromide). The solvent is C(C)#N (acetonitrile). Product: [Br-].C(C1=CC=CC=C1)OC=1C=C2C=C[N+](=CC2=CC1)C (6-Benzyloxy-2-methylisoquinolinium bromide). Reaction SMILES: C(=O)([O-])[O-].[Na+].[Na+].[CH2:7]([Br:14])[C:8]1[CH:13]=[CH:12][CH:11]=[CH:10][CH:9]=1.[Br-].[OH:16][C:17]1[CH:18]=[C:19]2[C:24](=[CH:25][CH:26]=1)[CH:23]=[N+:22]([CH3:27])[CH:21]=[CH:20]2>C(#N)C>[Br-:14].[CH2:7]([O:16][C:17]1[CH:18]=[C:19]2[C:24](=[CH:25][CH:26]=1)[CH:23]=[N+:22]([CH3:27])[CH:21]=[CH:20]2)[C:8]1[CH:13]=[CH:12][CH:11]=[CH:10][CH:9]=1 |f:0.1.2,4.5,7.8|. Procedure: Sodium carbonate (5 g.), benzyl bromide (2 ml), 6-hydroxy-2-methylisoquinolinium bromide (2.5 g.) in acetonitrile (100 ml) were heated under reflux for 2 hr. The suspension was filtered hot and the filtrate was diluted with ether. The solid that precipitated was crystallised from acetonitrile, and had m.p. 210°-213°. Starting materials: [BH4-], CCO, [Na+], O=C1CCN(c2ccc(N3CC(COc4ccon4)OC3=O)cc2F)CC1. The product is O=C1OC(COc2ccon2)CN1c1ccc(N2CCC(O)CC2)c(F)c1. As a reaction SMILES: [BH4-:28].[CH3:30][CH2:31][OH:32].[Na+:29].[O:1]=[C:2]1[CH2:3][CH2:4][N:5]([c:8]2[c:9]([F:27])[cH:10][c:11]([N:14]3[C:15](=[O:26])[O:16][CH:17]([CH2:19][O:20][c:21]4[n:22][o:23][cH:24][cH:25]4)[CH2:18]3)[cH:12][cH:13]2)[CH2:6][CH2:7]1>>[OH:1][CH:2]1[CH2:3][CH2:4][N:5]([c:8]2[c:9]([F:27])[cH:10][c:11]([N:14]3[C:15](=[O:26])[O:16][CH:17]([CH2:19][O:20][c:21]4[n:22][o:23][cH:24][cH:25]4)[CH2:18]3)[cH:12][cH:13]2)[CH2:6][CH2:7]1. The reactants are OC[C@H](O)[C@@H](O)[C@H](O)[C@H](O)CO (sorbitol), C1C([C@@H](C(O1)C(CO)O)O)O (sorbitan). Yields the product C1[C@H]([C@@H]2[C@H](O1)[C@H](CO2)O)O (isosorbide). As a reaction SMILES: O[CH2:2][C@@H:3]([C@H:5]([C@@H:7]([C@@H:9]([CH2:11][OH:12])[OH:10])[OH:8])O)[OH:4].C1OC(C(O)CO)[C@@H](O)C1O>>[CH2:11]1[O:12][C@@H:5]2[C@@H:3]([OH:4])[CH2:2][O:8][C@@H:7]2[C@@H:9]1[OH:10]. Reported procedure: According to a preferable embodiment of the present invention, after converting hexitol as the hydrogenated sugar to anhydrosugar alcohol, the two-stage distillation of the resulting liquid of the converting step in the order of wiped-film distillation; and short-path distillation can provide highly pure anhydrosugar alcohol having purity of 98% or higher, a content of sorbitol and sorbitan isomer as impurities of less than 0.1% (more preferably, less than 0.05%) and improved color of pale yello...